From a dataset of the Open Reaction Database (ORD), a public repository of structured organic reaction records. describe an organic reaction: reactants, conditions, products, and yield Reactants: S(=S)(=O)([O-])[O-].[Na+].[Na+] (sodium thiosulfate), ClC1=CC(=CS1)C(=O)O (5-chloro-3-thiophenecarboxylic acid), ClC=1SC(=CC1C(=O)O)Cl (2,5-dichloro-3-thiophenecarboxylic acid), C(C(=O)Cl)(=O)Cl (oxalyl chloride), C(C)OC(=O)C1=CSC(=C1)Cl (5-chloro-3-thiophenecarboxylic acid ethyl ester), C(C)OC(=O)C1=C(SC(=C1)Cl)Cl (2,5-dichloro-3-thiophenecarboxylic acid ethyl ester), ethyl ester, C(C)#N (acetonitrile), S(=O)(=O)(Cl)Cl (sulfuryl chloride). Reagents/catalysts: CN(C=O)C (N,N-dimethylformamide). Solvent: C1(=CC=CC=C1)C (toluene), C(C)O (ethanol), O1CCCC1 (tetrahydrofuran), [OH-].[Na+] (sodium hydroxide). Conditions: temperature 10 celsius, time 30 minute. Yields the product ClC1=CC(=CS1)C(=O)N (5-chloro-3-thiophenecarboxamide). RXN SMILES: S(Cl)(Cl)(=O)=O.S([O-])([O-])(=O)=S.[Na+].[Na+].C([O:15][C:16]([C:18]1[CH:22]=[C:21]([Cl:23])[S:20][CH:19]=1)=O)C.C(OC(C1C=C(Cl)SC=1Cl)=O)C.ClC1SC=C(C(O)=O)C=1.ClC1SC(Cl)=CC=1C(O)=O.C(Cl)(=O)C(Cl)=O.C(#[N:63])C>C(O)C.O1CCCC1.[OH-].[Na+].C1(C)C=CC=CC=1.CN(C)C=O>[Cl:23][C:21]1[S:20][CH:19]=[C:18]([C:16]([NH2:63])=[O:15])[CH:22]=1 |f:1.2.3,12.13|. Reported procedure: 3-Thiophenecarboxyalic acid ethyl ester (1.98 g) was dissolved in acetonitrile (30 ml), and sulfuryl chloride (1.5 ml) was added under ice-cooling. The mixture was stirred at 10° C. for 30 minutes, and then 10% aqueous sodium thiosulfate (100 ml) was added. The resulting mixture was stirred at room temperature for 2 hours, and then extracted with diethyl ether. The extract was washed with saturated aqueous sodium chloride solution, dried over anhydrous magnesium sulfate, and concentrated under r... The solvent is C(C)#N (acetonitrile). RXN SMILES: [Br:1][C:2]1[CH:29]=[CH:28][C:5]([CH2:6][O:7][C:8]2[CH:27]=[CH:26][CH:25]=[CH:24][C:9]=2[CH2:10][CH2:11][NH:12][CH2:13][C:14]2[CH:23]=[CH:22][C:17]([C:18]([O:20][CH3:21])=[O:19])=[CH:16][CH:15]=2)=[CH:4][CH:3]=1.Br[CH2:31][CH2:32][CH2:33][CH2:34][C:35]([O:37][CH2:38][CH3:39])=[O:36].C(=O)(O)[O-].[Na+].O>C(#N)C>[Br:1][C:2]1[CH:29]=[CH:28][C:5]([CH2:6][O:7][C:8]2[CH:27]=[CH:26][CH:25]=[CH:24][C:9]=2[CH2:10][CH2:11][N:12]([CH2:13][C:14]2[CH:23]=[CH:22][C:17]([C:18]([O:20][CH3:21])=[O:19])=[CH:16][CH:15]=2)[CH2:31][CH2:32][CH2:33][CH2:34][C:35]([O:37][CH2:38][CH3:39])=[O:36])=[CH:4][CH:3]=1 |f:2.3|. Reactants: BrC1=CC=C(COC2=C(CCNCC3=CC=C(C(=O)OC)C=C3)C=CC=C2)C=C1 (methyl 4-[({2-[(4-bromobenzyl)oxy]phenethyl}amino)-methyl]benzoate), O (water), VIII, BrCCCCC(=O)OCC (ethyl 5-bromovalerate), C([O-])(O)=O.[Na+] (sodium bicarbonate). Procedure: 5.00 g (11.0 mmol) of methyl 4-[({2-[(4-bromobenzyl)oxy]phenethyl}amino)-methyl]benzoate from Ex. VIII, 2.30 g (11.0 mmol) of ethyl 5-bromovalerate and 1.109 g (13.21 mmol) of sodium bicarbonate in 30 ml of acetonitrile are heated at reflux for 18 hours. The reaction mixture is admixed with water and extracted with methylene chloride. The organic phase is washed with saturated sodium chloride solution and dried over magnesium sulphate and the solvent is distilled off under reduced pressure. The ... The product is BrC1=CC=C(COC2=C(CCN(CCCCC(=O)OCC)CC3=CC=C(C(=O)OC)C=C3)C=CC=C2)C=C1 (Methyl 4-{[{2-[(4-bromobenzyl)oxy]phenethyl}(5-ethoxy-5-oxopentyl)amino]methyl}benzoate). The reactants are ClC=1N=CN(C1)C1=C(C=C(C=C1)NC=1N=C(C2=C(N1)C(CC2)C2=CC=CC=C2)N(C)C)OC (N2-(4-(4-chloro-1H-imidazol-1-yl)-3-methoxyphenyl)-N4,N4-dimethyl-7-phenyl-6,7-dihydro-5H-cyclopenta[d]pyrimidine-2,4-diamine), 4B. Solvent: CO (methanol), C(=O)=O (CO2), CO (methanol). Product: ClC=1N=CN(C1)C1=C(C=C(C=C1)NC=1N=C(C2=C(N1)[C@H](CC2)C2=CC=CC=C2)N(C)C)OC ((R)—N2-(4-(4-Chloro-1H-imidazol-1-yl)-3-methoxyphenyl)-N4,N4-dimethyl-7-phenyl-6,7-dihydro-5H-cyclopenta[d]pyrimidine-2,4-diamine). RXN SMILES: [Cl:1][C:2]1[N:3]=[CH:4][N:5]([C:7]2[CH:12]=[CH:11][C:10]([NH:13][C:14]3[N:15]=[C:16]([N:29]([CH3:31])[CH3:30])[C:17]4[CH2:22][CH2:21][CH:20]([C:23]5[CH:28]=[CH:27][CH:26]=[CH:25][CH:24]=5)[C:18]=4[N:19]=3)=[CH:9][C:8]=2[O:32][CH3:33])[CH:6]=1>C(=O)=O.CO>[Cl:1][C:2]1[N:3]=[CH:4][N:5]([C:7]2[CH:12]=[CH:11][C:10]([NH:13][C:14]3[N:15]=[C:16]([N:29]([CH3:30])[CH3:31])[C:17]4[CH2:22][CH2:21][C@H:20]([C:23]5[CH:28]=[CH:27][CH:26]=[CH:25][CH:24]=5)[C:18]=4[N:19]=3)=[CH:9][C:8]=2[O:32][CH3:33])[CH:6]=1. Reported procedure: A racemic mixture of N2-(4-(4-chloro-1H-imidazol-1-yl)-3-methoxyphenyl)-N4,N4-dimethyl-7-phenyl-6,7-dihydro-5H-cyclopenta[d]pyrimidine-2,4-diamine (Example 4) was purified using chiral SFC to afford peak A (Example 4A) and peak B (Example 4B). SFC Method: Chiralpak OJ-H (4.6×250 mm, 5 μM), 35% methanol (0.1% diethylamine) in CO2, 35° C., flow rate 2.0 mL/min for 22 min, absorbance 268 nm, injection 5 μL of 2 mg/mL solution in methanol (multiple stacked injections), tR (peak A)=5.1 min, tR (peak ... Starting materials: C(C)(C)(C)OC(=O)N[C@H]1C[C@@H]([C@H](C1)C1=CC=CC=C1)CN1CCC(CC1)N(CC=C)C(=O)OCC1=CC=C(C=C1)[N+](=O)[O-] (1-(R)-((t-butoxycarbonyl)amino)-3-(S)-((4-(N-(4-nitrobenzyloxycarbonyl)-N-(allyl)amino)piperidin-1-yl)methyl)-4-(S)-phenylcyclopentane), C(C1=CC=CC=C1)(=O)Cl (benzoyl chloride). The product is C1(=CC=CC=C1)C(=O)N[C@H]1C[C@@H]([C@H](C1)C1=CC=CC=C1)CN1CCC(CC1)N(CC=C)C(=O)OCC1=CC=C(C=C1)[N+](=O)[O-] (1-(R)-((Phenylcarbonyl)amino)-3-(S)-((4-(N-(4-nitrobenzyloxycarbonyl)-N-(allyl)amino)piperidin-1-yl)methyl)-4-(S)-phenylcyclopentane). RXN SMILES: C(OC([NH:8][C@@H:9]1[CH2:13][C@H:12]([C:14]2[CH:19]=[CH:18][CH:17]=[CH:16][CH:15]=2)[C@@H:11]([CH2:20][N:21]2[CH2:26][CH2:25][CH:24]([N:27]([C:31]([O:33][CH2:34][C:35]3[CH:40]=[CH:39][C:38]([N+:41]([O-:43])=[O:42])=[CH:37][CH:36]=3)=[O:32])[CH2:28][CH:29]=[CH2:30])[CH2:23][CH2:22]2)[CH2:10]1)=O)(C)(C)C.[C:44](Cl)(=[O:51])[C:45]1[CH:50]=[CH:49][CH:48]=[CH:47][CH:46]=1>>[C:45]1([C:44]([NH:8][C@@H:9]2[CH2:13][C@H:12]([C:14]3[CH:19]=[CH:18][CH:17]=[CH:16][CH:15]=3)[C@@H:11]([CH2:20][N:21]3[CH2:22][CH2:23][CH:24]([N:27]([C:31]([O:33][CH2:34][C:35]4[CH:40]=[CH:39][C:38]([N+:41]([O-:43])=[O:42])=[CH:37][CH:36]=4)=[O:32])[CH2:28][CH:29]=[CH2:30])[CH2:25][CH2:26]3)[CH2:10]2)=[O:51])[CH:50]=[CH:49][CH:48]=[CH:47][CH:46]=1. Procedure: Using essentially the same procedure as in Example 16, Step A and B but substituting 1-(R)-((t-butoxycarbonyl)amino)-3-(S)-((4-(N-(4-nitrobenzyloxycarbonyl)-N-(allyl)amino)piperidin-1-yl)methyl)-4-(S)-phenylcyclopentane from Example 34 in Step A and benzoyl chloride in Step B, the title compound was prepared. Reactants: BrC1=C(N)C(=CC(=C1)Br)Br (2,4,6-tribromoaniline), ClC(=O)C(CP(=O)(C)Cl)C ([2-(chloroformyl-)2-(methyl)ethyl-]methyl phosphinic acid chloride), O (water). Yields the product BrC1=C(C(=CC(=C1)Br)Br)NC(=O)C(CP(O)=O)C ([2-(2,4,6-tribromophenylcarbamoyl-)2-(methyl)-ethyl-]phosphinic acid). Reaction SMILES: [Br:1][C:2]1[CH:8]=[C:7]([Br:9])[CH:6]=[C:5]([Br:10])[C:3]=1[NH2:4].Cl[C:12]([CH:14]([CH3:20])[CH2:15][P:16](Cl)(C)=[O:17])=[O:13].[OH2:21]>>[Br:1][C:2]1[CH:8]=[C:7]([Br:9])[CH:6]=[C:5]([Br:10])[C:3]=1[NH:4][C:12]([CH:14]([CH3:20])[CH2:15][PH:16](=[O:21])[OH:17])=[O:13]. Procedure details: 330 g (1 mol) of 2,4,6-tribromoaniline was reacted as described in Example 1 with 207 g (1.02 mol) of [2-(chloroformyl-)2-(methyl)ethyl-]methyl phosphinic acid chloride (prepared as described by V. K. Khairullin et al., C.A. 69, 106816 k (1968)). After hydrolysis with 6 liters of water, the resulting [2-(2,4,6-tribromophenylcarbamoyl-) 2-(methyl)ethyl-]methyl phosphinic acid was filtered off and dried at 80° C under vacuum. The reactants are ClCC=1N=C(OC1C)C1=CC=CC=C1 (4-chloromethyl-5-methyl-2-phenyloxazole), Cl (hydrochloric acid), [H-].[Na+] (sodium hydride), OC1=CC=C(C=C1)CCC1C(NC(S1)=O)=O (5-[2-(4-hydroxyphenyl)ethyl]-2,4-thiazolidinedione). The solvent is CN(C=O)C (N,N-dimethylformamide), O (water). Reaction conditions: time 15 minute. Yields the product CC1=C(N=C(O1)C1=CC=CC=C1)COC1=CC=C(C=C1)CCC1C(NC(S1)=O)=O (5-[2-[4-(5-methyl-2-phenyl-4-oxazolylmethoxy)phenyl]ethyl]-2,4-thiazolidinedione). Yield: 58.1%. Reaction SMILES: [H-].[Na+].[OH:3][C:4]1[CH:9]=[CH:8][C:7]([CH2:10][CH2:11][CH:12]2[S:16][C:15](=[O:17])[NH:14][C:13]2=[O:18])=[CH:6][CH:5]=1.Cl[CH2:20][C:21]1[N:22]=[C:23]([C:27]2[CH:32]=[CH:31][CH:30]=[CH:29][CH:28]=2)[O:24][C:25]=1[CH3:26].Cl>CN(C)C=O.O>[CH3:26][C:25]1[O:24][C:23]([C:27]2[CH:28]=[CH:29][CH:30]=[CH:31][CH:32]=2)=[N:22][C:21]=1[CH2:20][O:3][C:4]1[CH:9]=[CH:8][C:7]([CH2:10][CH2:11][CH:12]2[S:16][C:15](=[O:17])[NH:14][C:13]2=[O:18])=[CH:6][CH:5]=1 |f:0.1|. Procedure: Oily sodium hydride (60%, 0.10 g) was added to a solution of 5-[2-(4-hydroxyphenyl)ethyl]-2,4-thiazolidinedione (0.30 g) in N,N-dimethylformamide (20 ml), and the mixture was stirred at room temperature for 15 minutes. Then, 4-chloromethyl-5-methyl-2-phenyloxazole (0.29 g) was added, and the mixture was stirred at 90 to 100° C. for 2 hours. The reaction mixture was poured into water, acidified with 2N hydrochloric acid and extracted with ethyl acetate. The ethyl acetate layer was washed with wat...